Task: describe an organic reaction: reactants, conditions, products, and yield. Dataset: the Open Reaction Database (ORD), a public repository of structured organic reaction records The reactants are [Br-], O=C1CCC2(CC1)OCCO2, CCCCCC, Fc1ccc([Mg+])cc1. The product is OC1(c2ccc(F)cc2)CCC2(CC1)OCCO2. RXN SMILES: [Br-:12].[CH2:1]1[CH2:2][O:3][C:4]2([CH2:5][CH2:6][C:7](=[O:10])[CH2:8][CH2:9]2)[O:11]1.[CH3:21][CH2:22][CH2:23][CH2:24][CH2:25][CH3:26].[F:13][c:14]1[cH:15][cH:16][c:17]([Mg+:20])[cH:18][cH:19]1>>[CH2:1]1[CH2:2][O:3][C:4]2([CH2:5][CH2:6][C:7]([OH:10])([c:17]3[cH:16][cH:15][c:14]([F:13])[cH:19][cH:18]3)[CH2:8][CH2:9]2)[O:11]1. The reactants are C(O)([O-])=O.[Na+] (sodium hydrogen-carbonate), BrC1=CC=C(C=C1)/C=C(/COCCO)\C (2-[(E)-3-(4-bromophenyl)-2-methylallyloxy]ethanol), O1CCCC=C1 (3,4-dihydro-2H-pyran), O.C1(=CC=C(C=C1)S(=O)(=O)O)C (p-toluenesulfonic acid monohydrate), BrC1=CC=C(C=C1)/C=C(/COCCO)\C (2-[(E)-3-(4-bromophenyl)-2-methylallyloxy]ethanol). Solvent: C(Cl)Cl (methylene chloride), C(Cl)Cl (methylene chloride). The product is O1C(CCCC1)OC1OCCCC1 (tetrahydropyranyl ether). Yield: 93.0%. As a reaction SMILES: BrC1C=[CH:6][C:5](/[CH:8]=[C:9](\C)/[CH2:10][O:11][CH2:12][CH2:13]O)=CC=1.[O:16]1C=C[CH2:19][CH2:18][CH2:17]1.O.C1(C)C=CC(S(O)(=O)=[O:30])=CC=1.C(=O)([O-])O.[Na+]>C(Cl)Cl>[O:16]1[CH2:17][CH2:18][CH2:19][CH2:13][CH:12]1[O:11][CH:10]1[CH2:9][CH2:8][CH2:5][CH2:6][O:30]1 |f:2.3,4.5|. Procedure details: In 20 ml of methylene chloride were dissolved 2.13 g of 2-[(E)-3-(4-bromophenyl)-2-methylallyloxy]ethanol and 1.43 ml of 3,4-dihydro-2H-pyran and 20 mg of p-toluenesulfonic acid monohydrate was added to the resulting solution with ice-cooling, after which the resulting mixture was subjected to reaction at room temperature for 3 hours. Subsequently, 30 ml of methylene chloride and 20 ml of a saturated aqueous sodium hydrogen-carbonate solution were added to the reaction mixture, and the organic l... Reactants: C#CC(=O)Nc1ccc(C#CC)cc1, CCN(C(C)C)C(C)C, [Cu]I, Ic1ccc(CN2CCCC2)cc1. The product is CC#Cc1ccc(NC(=O)C#Cc2ccc(CN3CCCC3)cc2)cc1. As a reaction SMILES: [C:23](#[C:24][CH3:25])[c:26]1[cH:27][cH:28][c:29]([NH:32][C:33]([C:34]#[CH:35])=[O:36])[cH:30][cH:31]1.[CH2:1]([N:2]([CH:3]([CH3:4])[CH3:5])[CH:6]([CH3:7])[CH3:8])[CH3:9].[Cu:37][I:38].[I:10][c:11]1[cH:12][cH:13][c:14]([CH2:15][N:16]2[CH2:17][CH2:18][CH2:19][CH2:20]2)[cH:21][cH:22]1>>[c:11]1([C:35]#[C:34][C:33]([NH:32][c:29]2[cH:28][cH:27][c:26]([C:23]#[C:24][CH3:25])[cH:31][cH:30]2)=[O:36])[cH:12][cH:13][c:14]([CH2:15][N:16]2[CH2:17][CH2:18][CH2:19][CH2:20]2)[cH:21][cH:22]1. The reactants are [N+](=O)([O-])C1=CC=C(OC(=O)NC=2SC=CN2)C=C1 (2-(4-nitrophenoxycarbonyl)aminothiazole), O.NN (hydrazine hydrate). Solvent: CO (methanol). Yields the product S1C(=NC=C1)NC(NN)=O (4-(Thiazol-2-yl)semicarbazide). RXN SMILES: [N+](C1C=CC([O:8][C:9]([NH:11][C:12]2[S:13][CH:14]=[CH:15][N:16]=2)=O)=CC=1)([O-])=O.O.[NH2:20][NH2:21]>CO>[S:13]1[CH:14]=[CH:15][N:16]=[C:12]1[NH:11][C:9](=[O:8])[NH:20][NH2:21] |f:1.2|. Procedure: A solution of 2-(4-nitrophenoxycarbonyl)aminothiazole, 3.5 g (13 mMole) and 85% hydrazine hydrate, 4.0 ml (69 mMole) in 40 ml of methanol was stirred under nitrogen at 22° C. for 10 days. The mixture was cooled in ice. The insolubles were filtered, washed with cold methanol, dried and recrystallized from ethanol furnishing 780 mg of (thiazol-2-yl)semicarbazide, m.p. 166°-167° C., which was characterized by nuclear magnetic resonance, mass spectra, infrared spectra and elemental analyses. Starting materials: CC(=O)[O-], CO, O=CCC1C=Cc2ccccc21, Cl, NO, [Na+]. The product is ON=CCC1C=Cc2ccccc21. As a reaction SMILES: [CH3:17][C:18](=[O:19])[O-:20].[CH3:21][OH:22].[CH:1]1([CH2:10][CH:11]=[O:12])[CH:2]=[CH:3][c:4]2[cH:5][cH:6][cH:7][cH:8][c:9]21.[ClH:13].[NH2:14][OH:15].[Na+:16]>>[CH:1]1([CH2:10][CH:11]=[N:14][OH:15])[CH:2]=[CH:3][c:4]2[cH:5][cH:6][cH:7][cH:8][c:9]21. Starting materials: C(=O)(N1C=NC=C1)N1C=NC=C1 (1,1'-carbonyldiimidazole), SCCC(=O)NC(C(=O)O)(C)C (2-[(3-Mercaptopropanoyl)amino]-2-methylpropanoic acid), C(C)N1CCOCC1 (N-ethyl morpholine), C1(CCCC1)C(=O)N[C@@H](CCCCNC(=O)OC(C)(C)C)C(=O)N[C@@H](CC=1SC=CC1)C(=O)O (Nα -cyclopentanecarbonyl-Nε -tert-butyloxycarbonyl-L-lysyl-β-2-thienyl-alanine). Run in CN(C=O)C (DMF), CN(C=O)C (DMF), CN(C=O)C (dimethylformamide). Reaction conditions: temperature -10 celsius, time 2 hour. Yields the product C1(CCCC1)C(=O)N[C@@H](CCCCNC(=O)OC(C)(C)C)C(=O)N[C@@H](CC=1SC=CC1)C(=O)SCCC(=O)NC(C(=O)O)(C)C (([3-(Nα -cyclopentanecarbonyl-Nε -tert-butyloxycarbonyl-L-lysyl-β-2-thienyl-alanyl)thiopropanoyl]amino)-2-methylpropanoic acid). RXN SMILES: [CH:1]1([C:6]([NH:8][C@H:9]([C:22]([NH:24][C@H:25]([C:32](O)=[O:33])[CH2:26][C:27]2[S:28][CH:29]=[CH:30][CH:31]=2)=[O:23])[CH2:10][CH2:11][CH2:12][CH2:13][NH:14][C:15]([O:17][C:18]([CH3:21])([CH3:20])[CH3:19])=[O:16])=[O:7])[CH2:5][CH2:4][CH2:3][CH2:2]1.C(N1C=CN=C1)(N1C=CN=C1)=O.[SH:47][CH2:48][CH2:49][C:50]([NH:52][C:53]([CH3:58])([CH3:57])[C:54]([OH:56])=[O:55])=[O:51].C(N1CCOCC1)C>CN(C)C=O>[CH:1]1([C:6]([NH:8][C@H:9]([C:22]([NH:24][C@H:25]([C:32]([S:47][CH2:48][CH2:49][C:50]([NH:52][C:53]([CH3:58])([CH3:57])[C:54]([OH:56])=[O:55])=[O:51])=[O:33])[CH2:26][C:27]2[S:28][CH:29]=[CH:30][CH:31]=2)=[O:23])[CH2:10][CH2:11][CH2:12][CH2:13][NH:14][C:15]([O:17][C:18]([CH3:21])([CH3:19])[CH3:20])=[O:16])=[O:7])[CH2:5][CH2:4][CH2:3][CH2:2]1. Procedure: A solution of 10 mmoles of Nα -cyclopentanecarbonyl-Nε -tert-butyloxycarbonyl-L-lysyl-β-2-thienyl-alanine in redistilled dimethylformamide (DMF) is cooled in an ice-dry ice-acetone bath at -20° C. To this solution is added a cold solution of 10 mmoles of 1,1'-carbonyldiimidazole in DMF. The solution is stirred at -10° C. for two hours and then mixed with a cold solution of 10 mmoles of 2-[(3-mercaptopropanoyl)amino]-2-methylpropanoic acid (from Example 46) in DMF which is neutralized with N-ethy... The reactants are CO, O=c1c(Cl)c(OCC2CCCC2)cnn1C1CCCCO1, Cl, [Na+], [OH-], O. Product: O=c1[nH]ncc(OCC2CCCC2)c1Cl. RXN SMILES: [CH3:25][OH:26].[Cl:1][c:2]1[c:3](=[O:21])[n:4]([CH:15]2[CH2:16][CH2:17][CH2:18][CH2:19][O:20]2)[n:5][cH:6][c:7]1[O:8][CH2:9][CH:10]1[CH2:11][CH2:12][CH2:13][CH2:14]1.[ClH:22].[Na+:24].[OH-:23].[OH2:27]>>[Cl:1][c:2]1[c:3](=[O:21])[nH:4][n:5][cH:6][c:7]1[O:8][CH2:9][CH:10]1[CH2:11][CH2:12][CH2:13][CH2:14]1. Reactants: S1C2=C(C=C1C1(C3=CC=CC=C3C=3C=CC=CC13)O)C=CC=C2 (9-(benzo[b]thien-2-yl)-9H-fluoren-9-ol), COC([C@@H](NC(=O)OCC1C2=CC=CC=C2C=2C=CC=CC12)[C@H](O)C)=O ((9-fluorenylmethoxycarbonyl)-L-threonine methyl ester), OS(=O)(=O)O (H2SO4). Reagents/catalysts: FC(C(=O)O)(F)F (trifluoroacetic acid). Product: S1C2=C(C=C1C1(C3=CC=CC=C3C=3C=CC=CC13)O[C@@H]([C@H](N)C(=O)O)C)C=CC=C2 (O-[9-(Benzo[b]thien-2-yl)-9H-fluoren-9-yl]-L-threonine). Reaction SMILES: [S:1]1[C:5]([C:6]2([OH:19])[C:18]3[CH:17]=[CH:16][CH:15]=[CH:14][C:13]=3[C:12]3[C:7]2=[CH:8][CH:9]=[CH:10][CH:11]=3)=[CH:4][C:3]2[CH:20]=[CH:21][CH:22]=[CH:23][C:2]1=2.C[O:25][C:26](=[O:49])[C@H:27]([C@@H:46]([CH3:48])O)[NH:28]C(OCC1C2C=CC=CC=2C2C1=CC=CC=2)=O.OS(O)(=O)=O>FC(F)(F)C(O)=O>[S:1]1[C:5]([C:6]2([O:19][C@H:46]([CH3:48])[C@@H:27]([C:26]([OH:49])=[O:25])[NH2:28])[C:18]3[CH:17]=[CH:16][CH:15]=[CH:14][C:13]=3[C:12]3[C:7]2=[CH:8][CH:9]=[CH:10][CH:11]=3)=[CH:4][C:3]2[CH:20]=[CH:21][CH:22]=[CH:23][C:2]1=2. Procedure details: from 9-(benzo[b]thien-2-yl)-9H-fluoren-9-ol (Example 2n) and UW-(9-fluorenylmethoxycarbonyl)-L-threonine methyl ester following method A, using trifluoroacetic acid as catalyst in place of H2SO4 ; Starting materials: C1CCOC1, CC(=O)OC(C)=O, CCN(C(C)C)C(C)C, c1cn(-c2nccc(N3CCCCC3CCNCc3ccc4c(c3)OCO4)n2)cn1. The product is CC(=O)N(CCC1CCCCN1c1ccnc(-n2ccnc2)n1)Cc1ccc2c(c1)OCO2. As a reaction SMILES: [CH2:47]1[O:48][CH2:49][CH2:50][CH2:51]1.[CH3:40][C:41](=[O:42])[O:43][C:44](=[O:45])[CH3:46].[CH:31]([N:32]([CH2:33][CH3:34])[CH:35]([CH3:36])[CH3:37])([CH3:38])[CH3:39].[O:1]1[CH2:2][O:3][c:4]2[c:5]1[cH:6][cH:7][c:8]([CH2:10][NH:11][CH2:12][CH2:13][CH:14]1[N:15]([c:20]3[n:21][c:22](-[n:26]4[cH:27][n:28][cH:29][cH:30]4)[n:23][cH:24][cH:25]3)[CH2:16][CH2:17][CH2:18][CH2:19]1)[cH:9]2>>[O:1]1[CH2:2][O:3][c:4]2[c:5]1[cH:6][cH:7][c:8]([CH2:10][N:11]([CH2:12][CH2:13][CH:14]1[N:15]([c:20]3[n:21][c:22](-[n:26]4[cH:27][n:28][cH:29][cH:30]4)[n:23][cH:24][cH:25]3)[CH2:16][CH2:17][CH2:18][CH2:19]1)[C:41]([CH3:40])=[O:42])[cH:9]2.